From a dataset of the Open Reaction Database (ORD), a public repository of structured organic reaction records. describe an organic reaction: reactants, conditions, products, and yield Product: CCOC(=O)C(C)(C)Oc1cccc(C)c1C. Reaction SMILES: [Br:10][C:11]([C:12](=[O:13])[O:14][CH2:15][CH3:16])([CH3:17])[CH3:18].[C:19](=[O:20])([O-:21])[O-:22].[CH3:1][c:2]1[c:3]([OH:9])[cH:4][cH:5][cH:6][c:7]1[CH3:8].[CH3:26][S:27]([CH3:28])=[O:29].[K+:23].[K+:24].[OH2:25]>>[CH3:1][c:2]1[c:3]([O:9][C:11]([C:12](=[O:13])[O:14][CH2:15][CH3:16])([CH3:17])[CH3:18])[cH:4][cH:5][cH:6][c:7]1[CH3:8]. Starting materials: CCOC(=O)C(C)(C)Br, O=C([O-])[O-], Cc1cccc(O)c1C, CS(C)=O, [K+], [K+], O. Starting materials: COC(CC=1C=C(C(=CC1)OC)C1=C(C=C(C=C1)C(F)(F)F)CNCC1=CC=CC=C1)=O ([2′-(benzylamino-methyl)-6-methoxy-4′-trifluoromethyl-biphenyl-3-yl]-acetic acid methyl ester), ClC(=O)OC (methyl chloroformate). Product: COC(CC=1C=C(C(=CC1)OC)C1=C(C=C(C=C1)C(F)(F)F)CN(C(=O)OC)CC1=CC=CC=C1)=O ({2′-[(Benzyl-methoxycarbonyl-amino)-methyl]-6-methoxy-4′-trifluoromethyl-biphenyl-3-yl}-acetic acid methyl ester). Reaction SMILES: [CH3:1][O:2][C:3](=[O:32])[CH2:4][C:5]1[CH:6]=[C:7]([C:13]2[CH:18]=[CH:17][C:16]([C:19]([F:22])([F:21])[F:20])=[CH:15][C:14]=2[CH2:23][NH:24][CH2:25][C:26]2[CH:31]=[CH:30][CH:29]=[CH:28][CH:27]=2)[C:8]([O:11][CH3:12])=[CH:9][CH:10]=1.Cl[C:34]([O:36][CH3:37])=[O:35]>>[CH3:1][O:2][C:3](=[O:32])[CH2:4][C:5]1[CH:6]=[C:7]([C:13]2[CH:18]=[CH:17][C:16]([C:19]([F:21])([F:20])[F:22])=[CH:15][C:14]=2[CH2:23][N:24]([CH2:25][C:26]2[CH:31]=[CH:30][CH:29]=[CH:28][CH:27]=2)[C:34]([O:36][CH3:37])=[O:35])[C:8]([O:11][CH3:12])=[CH:9][CH:10]=1. Reported procedure: Prepared according to the procedure described in Example 23, Step 1, using the following starting materials: [2′-(benzylamino-methyl)-6-methoxy-4′-trifluoromethyl-biphenyl-3-yl]-acetic acid methyl ester and methyl chloroformate.